Task: describe an organic reaction: reactants, conditions, products, and yield. Dataset: the Open Reaction Database (ORD), a public repository of structured organic reaction records Starting materials: ClC=1C=NN(C1)CC#N (2-(4-chloro-1H-pyrazol-1-yl)acetonitrile), BrCCBr (1,2-dibromoethane), [H-].[Na+] (sodium hydride), [Cl-].[NH4+] (ammonium chloride). Solvent: CS(=O)C (dimethylsulfoxide). Reaction conditions: temperature 10 celsius. Product: ClC=1C=NN(C1)C1(CC1)C#N (1-(4-chloro-1H-pyrazol-1-yl)cyclopropanecarbonitrile). Yield: 64.7%. As a reaction SMILES: [H-].[Na+].[Cl:3][C:4]1[CH:5]=[N:6][N:7]([CH2:9][C:10]#[N:11])[CH:8]=1.Br[CH2:13][CH2:14]Br.[Cl-].[NH4+]>CS(C)=O>[Cl:3][C:4]1[CH:5]=[N:6][N:7]([C:9]2([C:10]#[N:11])[CH2:14][CH2:13]2)[CH:8]=1 |f:0.1,4.5|. Reported procedure: Into a 4-neck 2 L round bottom flask, previously dried with a heat gun under high vacuum, was added dimethylsulfoxide (175 mL). The flask was placed in a 10° C. bath and sodium hydride (60% oil dispersion, 17.0 g, 300 mmol) was added portionwise with stirring under nitrogen. The resulting suspension was stirred for 10 min before a solution of 2-(4-chloro-1H-pyrazol-1-yl)acetonitrile (10.0 g, 70.6 mmol) and 1,2-dibromoethane (18.3 mL, 213 mmol) in dimethylsulfoxide (175 mL) was added dropwise ove... Starting materials: IC1=CC2=C(NC(=N2)[C@H]2N(C[C@H](C2)C)C(=O)OC(C)(C)C)C=C1 (tert-butyl (2S,4S)-2-(5-iodo-1H-benzimidazol-2-yl)-4-methyl-pyrrolidine-1-carboxylate), C(=O)(C(F)(F)F)O (TFA). The solvent is ClCCl (dichloromethane). Reaction conditions: time 1 hour. Product: IC1=CC2=C(NC(=N2)[C@H]2NC[C@H](C2)C)C=C1 (5-iodo-2-[(2S,4S)-4-methylpyrrolidin-2-yl]-1H-benzimidazole). Yield: 81.9%. RXN SMILES: [I:1][C:2]1[CH:23]=[CH:22][C:5]2[NH:6][C:7]([C@@H:9]3[CH2:13][C@H:12]([CH3:14])[CH2:11][N:10]3C(OC(C)(C)C)=O)=[N:8][C:4]=2[CH:3]=1.C(O)(C(F)(F)F)=O>ClCCl>[I:1][C:2]1[CH:23]=[CH:22][C:5]2[NH:6][C:7]([C@@H:9]3[CH2:13][C@H:12]([CH3:14])[CH2:11][NH:10]3)=[N:8][C:4]=2[CH:3]=1. Reported procedure: To a stirring solution of tert-butyl (2S,4S)-2-(5-iodo-1H-benzimidazol-2-yl)-4-methyl-pyrrolidine-1-carboxylate (3.70 g, 8.659 mmol) in dichloromethane (34 mL) is added TFA (17.22 mL, 223.5 mmol) and stirred at rt for 1 h. The reaction mixture is concentrated, azeotroped 2× with toluene and dried in vacuo. The residue is diluted with dichloromethane (200 mL), washed 2× with saturated sodium bicarbonate and brine and then dried over sodium sulfate. The organic is evaporated to give 5-iodo-2-[(2S,... Reaction SMILES: [CH3:22][CH2:23][OH:24].[NH2:1][c:2]1[n:3][c:4]([Cl:21])[c:5]2[c:6]([n:7]1)[n:8]([CH:11]1[C:12]([OH:13])([CH3:20])[CH:14]([OH:15])[CH:16]([CH2:18][OH:19])[O:17]1)[cH:9][cH:10]2.[cH:25]1[cH:26][cH:27][n:28][cH:29][cH:30]1>>[NH2:1][c:2]1[n:3][cH:4][c:5]2[c:6]([n:7]1)[n:8]([CH:11]1[C:12]([OH:13])([CH3:20])[CH:14]([OH:15])[CH:16]([CH2:18][OH:19])[O:17]1)[cH:9][cH:10]2. Starting materials: CCO, CC1(O)C(O)C(CO)OC1n1ccc2c(Cl)nc(N)nc21, c1ccncc1. Product: CC1(O)C(O)C(CO)OC1n1ccc2cnc(N)nc21.